This data is from the Open Reaction Database (ORD), a public repository of structured organic reaction records. The task is: describe an organic reaction: reactants, conditions, products, and yield Reactants: N1C(=O)NC(=O)C1 (hydantoin), Cl (hydrochloric acid), C(C1=CC=CC=C1)=O (benzaldehyde), C(O)CN (ethanol amine). Run in O (water). Run at temperature 90 celsius, time 4 hour. The product is C(C1=CC=CC=C1)=C1C(NC(N1)=O)=O (5-benzylidene-hydantoine). Yield: 89.8%. Reaction SMILES: [NH:1]1[CH2:7][C:5](=[O:6])[NH:4][C:2]1=[O:3].[CH:8](=O)[C:9]1[CH:14]=[CH:13][CH:12]=[CH:11][CH:10]=1.C(CN)O.Cl>O>[CH:8](=[C:7]1[NH:1][C:2](=[O:3])[NH:4][C:5]1=[O:6])[C:9]1[CH:14]=[CH:13][CH:12]=[CH:11][CH:10]=1. Procedure: 50 g (0.5 mole) of hydantoin, 55 g (52 ml, 0.52 mole) of benzaldehyde and 46 g (45 ml, 0.7 mole of ethanol amine are admixed in 500 ml of water at 70° C. The temperature is raised to 90° C. and the reaction mixture is stirred for 4 hours. The solution is cooled and acidified with concentrated hydrochloric acid (pH 3-4). The mixture is allowed to stand at 10° C. for an hour, the product is filtered off, washed with cold water and dried. Thus 84.5 g of the desired compound are obtained, yield 89%....